This data is from the Open Reaction Database (ORD), a public repository of structured organic reaction records. The task is: describe an organic reaction: reactants, conditions, products, and yield The reactants are [H-].[Na+] (NaH), C(CC#N)#N (malononitrile), COC=1C=C(C=CC1OC)CC(=O)Cl (3,4-dimethoxyphenyl acetylchloride). Solvent: C1CCOC1 (THF), C1CCOC1 (THF). Conditions: temperature 0 celsius, time 2 hour. Yields the product OC(CC1=CC(=C(C=C1)OC)OC)=C(C#N)C#N ((1-hydroxy-(3,4-dimethoxyphenylethylidene))malononitrile). Yield: 110.3%. Reaction SMILES: [H-].[Na+].[C:3](#[N:7])[CH2:4][C:5]#[N:6].[CH3:8][O:9][C:10]1[CH:11]=[C:12]([CH2:18][C:19](Cl)=[O:20])[CH:13]=[CH:14][C:15]=1[O:16][CH3:17]>C1COCC1>[OH:20][C:19](=[C:4]([C:3]#[N:7])[C:5]#[N:6])[CH2:18][C:12]1[CH:13]=[CH:14][C:15]([O:16][CH3:17])=[C:10]([O:9][CH3:8])[CH:11]=1 |f:0.1|. Reported procedure: To a 60% NaH/mineral oil dispersion (6.0 g, 0.15 moles) in THF (230 ml) in an ice-bath was added dropwise malononitrile (9.9 g, 0.15 mol). The reaction mixture was stirred for 2 hours at 0° C. and 3,4-dimethoxyphenyl acetylchloride (32.2 g, 0.15 mol) in THF (50 ml) was added dropwise over 2 hours. The reaction mixture was warmed to room temperature and stirred for 24 hours. The solvent was removed in vacuo, and the residue was partitioned between chloroform and 2N H2SO4. The organic layer was se... Procedure details: 428 mg. of 2-(p-hydroxyphenylsulfinyl)propionic acid and 7-amino-3-carbamoyloxymethyl-3-cephem-4-carboxylic acid were reacted in the same manner as described in Example 28 and 131 mg. of 7-[2-(p-hydroxyphenylsulfinyl)propionamido]-3-carbamoyloxymethyl-3-cephem-4-carboxylic acid were obtained. Yields the product OC1=CC=C(C=C1)S(=O)C(C(=O)NC1[C@@H]2N(C(=C(CS2)COC(N)=O)C(=O)O)C1=O)C (7-[2-(p-hydroxyphenylsulfinyl)propionamido]-3-carbamoyloxymethyl-3-cephem-4-carboxylic acid). As a reaction SMILES: [OH:1][C:2]1[CH:7]=[CH:6][C:5]([S:8]([CH:10]([CH3:14])[C:11]([OH:13])=O)=[O:9])=[CH:4][CH:3]=1.[NH2:15][CH:16]1[C:31](=[O:32])[N:18]2[C:19]([C:28]([OH:30])=[O:29])=[C:20]([CH2:23][O:24][C:25](=[O:27])[NH2:26])[CH2:21][S:22][C@H:17]12>>[OH:1][C:2]1[CH:3]=[CH:4][C:5]([S:8]([CH:10]([CH3:14])[C:11]([NH:15][CH:16]2[C:31](=[O:32])[N:18]3[C:19]([C:28]([OH:30])=[O:29])=[C:20]([CH2:23][O:24][C:25](=[O:27])[NH2:26])[CH2:21][S:22][C@H:17]23)=[O:13])=[O:9])=[CH:6][CH:7]=1. The reactants are OC1=CC=C(C=C1)S(=O)C(C(=O)O)C (2-(p-hydroxyphenylsulfinyl)propionic acid), NC1[C@@H]2N(C(=C(CS2)COC(N)=O)C(=O)O)C1=O (7-amino-3-carbamoyloxymethyl-3-cephem-4-carboxylic acid).